From a dataset of the Open Reaction Database (ORD), a public repository of structured organic reaction records. describe an organic reaction: reactants, conditions, products, and yield Reactants: CCOC(=O)C (EtOAc), CSC1=CC=C(C(=O)O)C=C1 (4-(methylthio)benzoic acid), C1=CN(C=N1)C(=O)N2C=CN=C2 (CDI), Cl.NCC=1C=C2C(N(C(C2=CC1)=O)C1(C(NC(CC1)=O)=O)C)=O (5-aminomethyl-2-(3-methyl-2,6-dioxo-piperidin-3-yl)-isoindole-1,3-dione hydrochloride). Solvent: CN(C=O)C (N,N-dimethylformamide). Conditions: temperature 40 celsius, time 2 hour. Yields the product CC1(C(NC(CC1)=O)=O)N1C(C2=CC=C(C=C2C1=O)CNC(C1=CC=C(C=C1)SC)=O)=O (N-[2-(3-methyl-2,6-dioxo-piperidin-3-yl)-1,3-dioxo-2,3-dihydro-1H-isoindol-5-ylmethyl]-4-methylsulfanyl-benzamide). Yield: 26.6%. Reaction SMILES: [CH3:1][S:2][C:3]1[CH:11]=[CH:10][C:6]([C:7]([OH:9])=O)=[CH:5][CH:4]=1.C1N=CN(C(N2C=NC=C2)=O)C=1.Cl.[NH2:25][CH2:26][C:27]1[CH:28]=[C:29]2[C:33](=[CH:34][CH:35]=1)[C:32](=[O:36])[N:31]([C:37]1([CH3:45])[CH2:42][CH2:41][C:40](=[O:43])[NH:39][C:38]1=[O:44])[C:30]2=[O:46].CCOC(C)=O>CN(C)C=O>[CH3:45][C:37]1([N:31]2[C:30](=[O:46])[C:29]3[C:33](=[CH:34][CH:35]=[C:27]([CH2:26][NH:25][C:7](=[O:9])[C:6]4[CH:5]=[CH:4][C:3]([S:2][CH3:1])=[CH:11][CH:10]=4)[CH:28]=3)[C:32]2=[O:36])[CH2:42][CH2:41][C:40](=[O:43])[NH:39][C:38]1=[O:44] |f:2.3|. Procedure details: A stirred mixture of 4-(methylthio)benzoic acid (0.34 g, 2.00 mmol) and CDI (0.34 g, 2.10 mmol) in N,N-dimethylformamide (20 mL) was heated to 40° C. under nitrogen. After 2 h, 5-aminomethyl-2-(3-methyl-2,6-dioxo-piperidin-3-yl)-isoindole-1,3-dione hydrochloride (0.68 g, 2.00 mmol) was added and the mixture was heated at 40° C. for 2 h. The mixture was cooled to rt and EtOAc (75 mL) was added. The organic layer was washed with sat. aq. NaHCO3 (3×100 mL) then concentrated in vacuo. The crude resi... Starting materials: S(=O)(Cl)Cl (Thionyl chloride), CN(C=O)C (dimethylformamide), C1=C(C=CC=2C(C3=CC(=CC=C3C(C12)=O)C(=O)N)=O)C(=O)N (anthraquinone-2,6-dicarboxamide). The solvent is O (water). Reaction conditions: time 30 minute. Yields the product C(#N)C1=CC=2C(C3=CC=C(C=C3C(C2C=C1)=O)C#N)=O (2,6-Dicyanoanthraquinone). Reaction SMILES: S(Cl)(Cl)=O.CN(C)C=O.[CH:10]1[C:23]2[C:22](=[O:24])[C:21]3[C:16](=[CH:17][C:18]([C:25]([NH2:27])=O)=[CH:19][CH:20]=3)[C:15](=[O:28])[C:14]=2[CH:13]=[CH:12][C:11]=1[C:29]([NH2:31])=O>O>[C:29]([C:11]1[CH:12]=[CH:13][C:14]2[C:15](=[O:28])[C:16]3[C:21](=[CH:20][CH:19]=[C:18]([C:25]#[N:27])[CH:17]=3)[C:22](=[O:24])[C:23]=2[CH:10]=1)#[N:31]. Reported procedure: Thionyl chloride (10.0 ml) was added to dimethylformamide (100 ml.) at -30° C. with stirring in 1 ml. portions. To the resulting solution, anthraquinone-2,6-dicarboxamide (4.74g.) was added in one portion and the temperature of the mixture was allowed to rise slowly to 5° C. by placing in an ice-bath. After 30 min. at this temperature, the mixture was heated over 30 min. to 65° C. The heterogeneous mixture was then poured into iced water and the solid filtered off, dried, and recrystallised from... Starting materials: COc1cc(C=C(CCO[Si](C)(C)C(C)(C)C)C(=O)OC(C)(C)C)ccc1-n1cnc(C)c1, C1CCOC1, CCCC[N+](CCCC)(CCCC)CCCC, CCOC(C)=O, [F-], O. Product: COc1cc(C=C(CCO)C(=O)OC(C)(C)C)ccc1-n1cnc(C)c1. RXN SMILES: [C:6]([CH3:7])([CH3:8])([CH3:9])[O:10][C:11]([C:12]([CH2:13][CH2:14][O:15][Si:16]([C:17]([CH3:18])([CH3:19])[CH3:20])([CH3:21])[CH3:22])=[CH:23][c:24]1[cH:25][c:26]([O:36][CH3:37])[c:27](-[n:30]2[cH:31][n:32][c:33]([CH3:35])[cH:34]2)[cH:28][cH:29]1)=[O:38].[CH2:1]1[O:2][CH2:3][CH2:4][CH2:5]1.[CH2:40]([N+:41]([CH2:42][CH2:43][CH2:44][CH3:45])([CH2:46][CH2:47][CH2:48][CH3:49])[CH2:50][CH2:51][CH2:52][CH3:53])[CH2:54][CH2:55][CH3:56].[CH3:58][CH2:59][O:60][C:61](=[O:62])[CH3:63].[F-:39].[OH2:57]>>[C:6]([CH3:7])([CH3:8])([CH3:9])[O:10][C:11]([C:12]([CH2:13][CH2:14][OH:15])=[CH:23][c:24]1[cH:25][c:26]([O:36][CH3:37])[c:27](-[n:30]2[cH:31][n:32][c:33]([CH3:35])[cH:34]2)[cH:28][cH:29]1)=[O:38]. Starting materials: CC=1C=C2NC(C(=NC2=CC1C)C(=O)NC1=NN=NN1)=O (3,4-Dihydro-6,7-dimethyl-3-oxo-N(1H-tetrazol-5-yl)-2-quinoxalinecarboxamide), ( d ), CC=1C=C2NC(C(=NC2=CC1C)C(=O)O)=O (3,4-dihydro-6,7-dimethyl-3-oxo-2-quinoxalinecarboxylic acid). Product: O=C1C(=NC2=CC=CC=C2N1)C(=O)NC1=NN=NN1 (3,4-Dihydro-3-oxo-N(1H-tetrazol-5-yl)-2-quinoxalinecarboxamide). Reaction SMILES: C[C:2]1[CH:3]=[C:4]2[C:9](=[CH:10][C:11]=1C)[N:8]=[C:7]([C:13]([NH:15][C:16]1[NH:20][N:19]=[N:18][N:17]=1)=[O:14])[C:6](=[O:21])[NH:5]2.CC1C=C2C(=CC=1C)N=C(C(O)=O)C(=O)N2>>[O:21]=[C:6]1[NH:5][C:4]2[C:9](=[CH:10][CH:11]=[CH:2][CH:3]=2)[N:8]=[C:7]1[C:13]([NH:15][C:16]1[NH:20][N:19]=[N:18][N:17]=1)=[O:14]. Procedure details: In a similar manner 3,4-Dihydro-6,7-dimethyl-3-oxo-N(1H-tetrazol-5-yl)-2-quinoxalinecarboxamide, m.p. 262° (d), was prepared from 3,4-dihydro-6,7-dimethyl-3-oxo-2-quinoxalinecarboxylic acid (40%).